Dataset: the Open Reaction Database (ORD), a public repository of structured organic reaction records. Task: describe an organic reaction: reactants, conditions, products, and yield The reactants are BrCC(=O)OC (methyl bromoacetate), [H-].[Na+] (Sodium hydride), oil, FC=1C=C(C=CC1)CN1C2=CC=CC(=C2C=2C(=CC(=CC12)C)O)C(N)=O (9-[(3-fluorophenyl)methyl]-2-methyl-4-hydroxy-5-carbamoyl carbazole), resultant mixture. Solvent: C(C)(=O)OCC (ethyl acetate), CN(C)C=O (DMF), C1CCOC1 (THF). Run at time 10 minute. Product: FC=1C=C(C=CC1)CN1C2=CC=CC(=C2C=2C(=CC(=CC12)C)OCC(=O)OC)C(N)=O ({9-[(3-fluorophenyl)methyl]-2-methyl-5-carbamoylcarbazol-4-yl}oxyacetic acid, methyl ester). Isolated yield 78.0%. Reaction SMILES: [H-].[Na+].[F:3][C:4]1[CH:5]=[C:6]([CH2:10][N:11]2[C:23]3[CH:22]=[C:21]([CH3:24])[CH:20]=[C:19]([OH:25])[C:18]=3[C:17]3[C:12]2=[CH:13][CH:14]=[CH:15][C:16]=3[C:26](=[O:28])[NH2:27])[CH:7]=[CH:8][CH:9]=1.Br[CH2:30][C:31]([O:33][CH3:34])=[O:32]>CN(C=O)C.C1COCC1.C(OCC)(=O)C>[F:3][C:4]1[CH:5]=[C:6]([CH2:10][N:11]2[C:23]3[CH:22]=[C:21]([CH3:24])[CH:20]=[C:19]([O:25][CH2:30][C:31]([O:33][CH3:34])=[O:32])[C:18]=3[C:17]3[C:12]2=[CH:13][CH:14]=[CH:15][C:16]=3[C:26](=[O:28])[NH2:27])[CH:7]=[CH:8][CH:9]=1 |f:0.1|. Reported procedure: 60% Sodium hydride in mineral oil (25.9 mg, 0.65 mM) was added to a solution of 9-[(3-fluorophenyl)methyl]-2-methyl-4-hydroxy-5-carbamoyl carbazole (181 mg, 0.52 mM) in 18 mL DMF and 3.9 ml THF. After 10 minutes, methyl bromoacetate (66 μl, 0.70 mM) was added and the resultant mixture stirred at room temperature for 1.25 hours. The mixture was diluted with ethyl acetate and washed with H2O. The aqueous layer was extracted with ethyl acetate. The combined organic layers were extracted with satura... Reactants: O (Water), C(=O)([O-])[O-].[Ca+2] (CaCO3), BrC1=C(C=CC2=CC=CC=C12)CBr (1-Bromo-2-(bromomethyl)naphthalene). The solvent is O1CCOCC1 (dioxane). The product is BrC1=C(C=CC2=CC=CC=C12)CO (1-Bromo-2-hydroxymethyl naphthalene). Isolated yield 84.3%. As a reaction SMILES: O.[C:2]([O-:5])([O-])=O.[Ca+2].[Br:7][C:8]1[C:17]2[C:12](=[CH:13][CH:14]=[CH:15][CH:16]=2)[CH:11]=[CH:10][C:9]=1CBr>O1CCOCC1>[Br:7][C:8]1[C:17]2[C:12](=[CH:13][CH:14]=[CH:15][CH:16]=2)[CH:11]=[CH:10][C:9]=1[CH2:2][OH:5] |f:1.2|. Procedure details: Water (100 ml) and CaCO3 (18 g, 180 mmole) were added to a solution of 13 in dioxane (100 ml) and the mixture was refluxed for 10 hr. The solution was cooled and the dioxane was removed under reduced pressure and the mixture was acidified with 1N HCl and extracted with methylene chloride. The combined methylene chloride fractions were washed with saturated solution of NaHCO3, H2O, brine, dried over anhydrous magnesium sulfate, and evaporated in vacuo to give a white solid which when crystallized... Reactants: O=C(O)c1cc(Br)cc2c1OC(c1ccccc1)(c1ccccc1)O2, CCOC(=O)C(F)(F)F. The product is O=C(O)c1cc(C(=O)C(F)(F)F)cc2c1OC(c1ccccc1)(c1ccccc1)O2. RXN SMILES: [Br:1][c:2]1[cH:3][c:4]([C:23](=[O:24])[OH:25])[c:5]2[c:6]([cH:22]1)[O:7][C:8]([c:10]1[cH:11][cH:12][cH:13][cH:14][cH:15]1)([c:16]1[cH:17][cH:18][cH:19][cH:20][cH:21]1)[O:9]2.[F:26][C:27]([C:28](=[O:29])[O:30][CH2:31][CH3:32])([F:33])[F:34]>>[c:2]1([C:28]([C:27]([F:26])([F:33])[F:34])=[O:29])[cH:3][c:4]([C:23](=[O:24])[OH:25])[c:5]2[c:6]([cH:22]1)[O:7][C:8]([c:10]1[cH:11][cH:12][cH:13][cH:14][cH:15]1)([c:16]1[cH:17][cH:18][cH:19][cH:20][cH:21]1)[O:9]2. Starting materials: N#Cc1ccccc1CBr, C[Si](C)(C)CCN1C(=O)CN(c2ccc(I)cc2OCc2ccccc2)S1(=O)=O, CCOC(C)=O, [I-], [Na+], O=C(C=Cc1ccccc1)C=Cc1ccccc1, CN(C)C=O, O=C(C=Cc1ccccc1)C=Cc1ccccc1, O=C(C=Cc1ccccc1)C=Cc1ccccc1, [Pd], [Pd], [Zn], Cc1ccccc1P(c1ccccc1C)c1ccccc1C. Product: C[Si](C)(C)CCN1C(=O)CN(c2ccc(Cc3ccccc3C#N)cc2OCc2ccccc2)S1(=O)=O. As a reaction SMILES: [C:3](#[N:4])[c:5]1[c:6]([CH2:7][Br:8])[cH:9][cH:10][cH:11][cH:12]1.[CH2:35]([c:36]1[cH:37][cH:38][cH:39][cH:40][cH:41]1)[O:42][c:43]1[c:44]([N:50]2[CH2:51][C:52](=[O:63])[N:53]([CH2:57][CH2:58][Si:59]([CH3:60])([CH3:61])[CH3:62])[S:54]2(=[O:55])=[O:56])[cH:45][cH:46][c:47]([I:49])[cH:48]1.[CH3:69][CH2:70][O:71][C:72]([CH3:73])=[O:74].[I-:1].[Na+:2].[O:114]=[C:115]([CH:116]=[CH:117][c:118]1[cH:119][cH:120][cH:121][cH:122][cH:123]1)[CH:124]=[CH:125][c:126]1[cH:127][cH:128][cH:129][cH:130][cH:131]1.[O:64]=[CH:65][N:66]([CH3:67])[CH3:68].[O:78]=[C:79]([CH:80]=[CH:81][c:82]1[cH:83][cH:84][cH:85][cH:86][cH:87]1)[CH:88]=[CH:89][c:90]1[cH:91][cH:92][cH:93][cH:94][cH:95]1.[O:96]=[C:97]([CH:98]=[CH:99][c:100]1[cH:101][cH:102][cH:103][cH:104][cH:105]1)[CH:106]=[CH:107][c:108]1[cH:109][cH:110][cH:111][cH:112][cH:113]1.[Pd:76].[Pd:77].[Zn:75].[c:13]1([CH3:14])[cH:15][cH:16][cH:17][cH:18][c:19]1[P:20]([c:21]1[cH:22][cH:23][cH:24][cH:25][c:26]1[CH3:27])[c:28]1[cH:29][cH:30][cH:31][cH:32][c:33]1[CH3:34]>>[C:3](#[N:4])[c:5]1[c:6]([CH2:7][c:47]2[cH:46][cH:45][c:44]([N:50]3[CH2:51][C:52](=[O:63])[N:53]([CH2:57][CH2:58][Si:59]([CH3:60])([CH3:61])[CH3:62])[S:54]3(=[O:55])=[O:56])[c:43]([O:42][CH2:35][c:36]3[cH:37][cH:38][cH:39][cH:40][cH:41]3)[cH:48]2)[cH:9][cH:10][cH:11][cH:12]1. Product: C(CCC)N(C1=CC=C(C=C1)N=O)CCCC (N,N-dibutyl-p-nitrosoaniline). RXN SMILES: [N:1]([O-:3])=O.[Na+].[CH2:5]([N:9]([CH2:16][CH2:17][CH2:18][CH3:19])[C:10]1[CH:15]=[CH:14][CH:13]=[CH:12][CH:11]=1)[CH2:6][CH2:7][CH3:8].Cl.[OH-].[Na+]>O>[CH2:5]([N:9]([CH2:16][CH2:17][CH2:18][CH3:19])[C:10]1[CH:15]=[CH:14][C:13]([N:1]=[O:3])=[CH:12][CH:11]=1)[CH2:6][CH2:7][CH3:8] |f:0.1,4.5|. Procedure details: A solution was prepared by dissolving 18.5 g (0.26 mol) of sodium nitrite, of a purity of 97%, in 30 ml of water. This solution was added dropwise to a solution composed of 51.3 g (0.25 mol) of N,N-dibutylaniline, 200 g of water and 105 ml of conc HCl (35 to 38%) at a temperature between 10° and 20° C. for one-half hour. After stirring the solution obtained for one hour, the solution was neutralized to pH 8 with a 15% aqueous solution of sodium hydroxide. The crystals obtained were filtered, was... The reactants are N(=O)[O-].[Na+] (sodium nitrite), aqueous solution, [OH-].[Na+] (sodium hydroxide), C(CCC)N(C1=CC=CC=C1)CCCC (N,N-dibutylaniline), Cl (HCl). Yield: 48.0%. The solvent is O (water), O (water). Reactants: C, CN(C)C=O, O=C(O)c1ccc2c(c1)CCCN2, [Pd]. Yields the product CN1CCCc2cc(C(=O)O)ccc21. RXN SMILES: [C:19].[CH3:14][N:15]([CH3:16])[CH:17]=[O:18].[NH:1]1[CH2:2][CH2:3][CH2:4][c:5]2[cH:6][c:7]([C:11](=[O:12])[OH:13])[cH:8][cH:9][c:10]21.[Pd:20]>>[N:1]1([CH3:14])[CH2:2][CH2:3][CH2:4][c:5]2[cH:6][c:7]([C:11](=[O:12])[OH:13])[cH:8][cH:9][c:10]21.